From a dataset of the Open Reaction Database (ORD), a public repository of structured organic reaction records. describe an organic reaction: reactants, conditions, products, and yield Starting materials: CC(C)(C)OC(=O)Nc1ccc(Sc2ccc(OCc3ccccc3)cc2[N+](=O)[O-])cc1, CO, [Cl-], [Fe], [NH4+], C1CCOC1, O. Yields the product CC(C)(C)OC(=O)Nc1ccc(Sc2ccc(OCc3ccccc3)cc2N)cc1. Reaction SMILES: [C:1]([CH3:2])([CH3:3])([CH3:4])[O:5][C:6]([NH:7][c:8]1[cH:9][cH:10][c:11]([S:14][c:15]2[c:16]([N+:29]([O-:30])=[O:31])[cH:17][c:18]([O:21][CH2:22][c:23]3[cH:24][cH:25][cH:26][cH:27][cH:28]3)[cH:19][cH:20]2)[cH:12][cH:13]1)=[O:32].[CH3:41][OH:42].[Cl-:33].[Fe:43].[NH4+:34].[O:35]1[CH2:36][CH2:37][CH2:38][CH2:39]1.[OH2:40]>>[C:1]([CH3:2])([CH3:3])([CH3:4])[O:5][C:6]([NH:7][c:8]1[cH:9][cH:10][c:11]([S:14][c:15]2[c:16]([NH2:29])[cH:17][c:18]([O:21][CH2:22][c:23]3[cH:24][cH:25][cH:26][cH:27][cH:28]3)[cH:19][cH:20]2)[cH:12][cH:13]1)=[O:32]. The reactants are N1C(=O)NC(=O)C(=C1)C(=O)O (Uracil-5-carboxylic acid), FC(C(=O)OC1=CC=C(C=C1)[N+](=O)[O-])(F)F (p-Nitrophenyl trifluroacetate). The solvent is N1=CC=CC=C1 (pyridine). Conditions: temperature 45 celsius, time 30 minute. Product: ester, OC1=NC=C(C(=N1)O)C(=O)OC1=CC=C(C=C1)[N+](=O)[O-] (p-nitrophenyl 2,4-dihydroxypyrimidine-5-carboxylate). Isolated yield 65.3%. Reaction SMILES: [NH:1]1[CH:8]=[C:7]([C:9]([OH:11])=[O:10])[C:5](=[O:6])[NH:4][C:2]1=[O:3].FC(F)(F)C(O[C:17]1[CH:22]=[CH:21][C:20]([N+:23]([O-:25])=[O:24])=[CH:19][CH:18]=1)=O>N1C=CC=CC=1>[OH:3][C:2]1[N:4]=[C:5]([OH:6])[C:7]([C:9]([O:11][C:17]2[CH:22]=[CH:21][C:20]([N+:23]([O-:25])=[O:24])=[CH:19][CH:18]=2)=[O:10])=[CH:8][N:1]=1. Procedure: Uracil-5-carboxylic acid (1.0 g) is dissolved in dry pyridine (20 ml) under heating. p-Nitrophenyl trifluroacetate (1.8 g) is added to the solution which is subsequently stirred at 45° C for 30 minutes. Then, the solution is concentrated to dryness under reduced pressure, and the cyrstals thus obtained are washed with chloroform and then acetone to give the active ester, i.e. p-nitrophenyl 2,4-dihydroxypyrimidine-5-carboxylate (1.16 g). M.P. 298°-299° C (decomp.).